From a dataset of the Open Reaction Database (ORD), a public repository of structured organic reaction records. describe an organic reaction: reactants, conditions, products, and yield Reactants: 40, NC1=C(C=CC(=C1)Cl)NCCCO (3-[(2-amino-4-chlorophenyl)amino]-1-propanol), Cl (hydrochloric acid), 18, [N-]=C=O.[K+] (potassium isocyanate). The solvent is O (water), O (water). Run at time 20 hour. Yields the product 18, ClC1=CC2=C(N(C(N2)=O)CCCO)C=C1 (5-chloro-1,3-dihydro-1-(3-hydroxypropyl)-2H-benzimidazol-2-one). Isolated yield 32.0%. As a reaction SMILES: [NH2:1][C:2]1[CH:7]=[C:6]([Cl:8])[CH:5]=[CH:4][C:3]=1[NH:9][CH2:10][CH2:11][CH2:12][OH:13].Cl.[N-]=[C:16]=[O:17].[K+]>O>[Cl:8][C:6]1[CH:5]=[CH:4][C:3]2[N:9]([CH2:10][CH2:11][CH2:12][OH:13])[C:16](=[O:17])[NH:1][C:2]=2[CH:7]=1 |f:2.3|. Reported procedure: To a stirred solution of 40 parts of 3-[(2-amino-4-chlorophenyl)amino]-1-propanol in 140 parts of water and 24 parts of a hydrochloric acid solution 10 N is added dropwise a solution of 18 parts of potassium isocyanate in 40 parts of water (exothermic reaction: temperature rises to 35° C.). Upon completion, stirring is continued first for 30 minutes at room temperature and further for 20 hours at reflux temperature. The reaction mixture is allowed to stirr over week-end without heating. The prec... Starting materials: C(C)C=1C(=NC(=CN1)CC)N[C@H]1[C@H](CC2=CC=CC=C12)O ((1R,2S)-1-[(3,6-diethylpyrazin-2-yl)amino]-2,3-dihydro-1H-inden-2-ol), N1=C2C(=CC=C1)C(CC2)N (6,7-dihydro-5H-cyclopenta[b]pyridin-5-amine). Yields the product C(C)C=1C(=NC(=CN1)CC)NC1CCC2=NC=CC=C21 (N-(3,6-diethylpyrazin-2-yl)-6,7-dihydro-5H-cyclopenta[b]pyridin-5-amine). As a reaction SMILES: [CH2:1]([C:3]1[C:4]([NH:11][C@@H:12]2[C:20]3[C:15](=C[CH:17]=[CH:18][CH:19]=3)[CH2:14][C@@H:13]2O)=[N:5][C:6]([CH2:9][CH3:10])=[CH:7][N:8]=1)[CH3:2].[N:22]1C=CC=C2C(N)CCC=12>>[CH2:1]([C:3]1[C:4]([NH:11][CH:12]2[C:20]3[C:15](=[N:22][CH:17]=[CH:18][CH:19]=3)[CH2:14][CH2:13]2)=[N:5][C:6]([CH2:9][CH3:10])=[CH:7][N:8]=1)[CH3:2]. Reported procedure: Following the procedure for the preparation of (1R,2S)-1-[(3,6-diethylpyrazin-2-yl)amino]-2,3-dihydro-1H-inden-2-ol but substituting 6,7-dihydro-5H-cyclopenta[b]pyridin-5-amine and making non-critical variations provided the title compound as a oil: 1H NMR (400 MHz, CDCl3) δ) 8.48, 7.73, 7.66, 7.14, 5.82, 4.54, 3.22-3.07, 2.79, 2.70-2.57, 1.94 1.36-1.27; HRMS (FAB) calcd for C16H20N4+H 269.1766, found 269.1763. Starting materials: C(C(O)C(O)C(=O)O)(=O)O (tartaric acid), C(\C=C/C(=O)O)(=O)O (maleic acid), OO (hydrogen peroxide), C(\C=C/C(=O)O)(=O)O (maleic acid), OO (hydrogen peroxide). The reagents and catalysts are O[W](=O)(=O)O (tungstic acid). Product: [C@@H]1([C@H](O1)C(=O)O)C(=O)O (cis-epoxysuccinic acid). As a reaction SMILES: [C:1]([OH:10])(=[O:9])[CH:2]([CH:4]([C:6]([OH:8])=[O:7])[OH:5])O.C(O)(=O)/C=C\C(O)=O.OO>O[W](O)(=O)=O>[C@@H:4]1([C:6]([OH:8])=[O:7])[O:5][C@@H:2]1[C:1]([OH:10])=[O:9]. Reported procedure: M. Church and R. Blumberg (Ind. Engng. Chem. 43 (1951), 1780) have described a method of producing tartaric acid from maleic acid and hydrogen peroxide. The maleic acid is epoxidised with hydrogen peroxide in the presence of tungstic acid and the cis-epoxysuccinic acid formed is hydrolysed into tartaric acid which is crystallised by cooling the reaction solution and filtered off, the mother liquor being recycled to the epoxidation stage. The reaction takes place in accordance with the following ...